Task: describe an organic reaction: reactants, conditions, products, and yield. Dataset: the Open Reaction Database (ORD), a public repository of structured organic reaction records The reactants are FC(C(=O)O)(F)F (trifluoroacetic acid), C(C)(C)(C)OC(=O)N1C2=C([C@H](CCC1)N(C1=CC(=NO1)C)CC1=CC(=CC(=C1)C(F)(F)F)C(F)(F)F)C=C(C(=C2)C(F)(F)F)C ((S)-5-[(3,5-bis-trifluoromethyl-benzyl)-(3-methyl-isoxazol-5-yl)-amino]-7-methyl-8-trifluoromethyl-2,3,4,5-tetrahydro-benzo[b]azepine-1-carboxylic acid tert-butyl ester), C([O-])(O)=O.[Na+] (sodium bicarbonate). The solvent is C(Cl)Cl (methylene chloride). Conditions: time 4 hour. Yields the product FC(C=1C=C(CN([C@@H]2C3=C(NCCC2)C=C(C(=C3)C)C(F)(F)F)C3=CC(=NO3)C)C=C(C1)C(F)(F)F)(F)F ((S)-(3,5-Bis-trifluoromethyl-benzyl)-(3-methyl-isoxazol-5-yl)-(7-methyl-8-trifluoromethyl-2,3,4,5-tetrahydro-1H-benzo[b]azepin-5-yl)-amine). Isolated yield 35.6%. Reaction SMILES: FC(F)(F)C(O)=O.C(OC([N:15]1[CH2:21][CH2:20][CH2:19][C@H:18]([N:22]([CH2:29][C:30]2[CH:35]=[C:34]([C:36]([F:39])([F:38])[F:37])[CH:33]=[C:32]([C:40]([F:43])([F:42])[F:41])[CH:31]=2)[C:23]2[O:27][N:26]=[C:25]([CH3:28])[CH:24]=2)[C:17]2[CH:44]=[C:45]([CH3:52])[C:46]([C:48]([F:51])([F:50])[F:49])=[CH:47][C:16]1=2)=O)(C)(C)C.C(=O)(O)[O-].[Na+]>C(Cl)Cl>[F:43][C:40]([F:41])([F:42])[C:32]1[CH:31]=[C:30]([CH:35]=[C:34]([C:36]([F:39])([F:38])[F:37])[CH:33]=1)[CH2:29][N:22]([C:23]1[O:27][N:26]=[C:25]([CH3:28])[CH:24]=1)[C@H:18]1[CH2:19][CH2:20][CH2:21][NH:15][C:16]2[CH:47]=[C:46]([C:48]([F:51])([F:49])[F:50])[C:45]([CH3:52])=[CH:44][C:17]1=2 |f:2.3|. Procedure: Add trifluoroacetic acid (10 mL) to a solution of (S)-5-[(3,5-bis-trifluoromethyl-benzyl)-(3-methyl-isoxazol-5-yl)-amino]-7-methyl-8-trifluoromethyl-2,3,4,5-tetrahydro-benzo[b]azepine-1-carboxylic acid tert-butyl ester (140 mg, 0.458 mmol) in methylene chloride (5 mL) at 0° C. under nitrogen. Warm the mixture to room temperature, stir for 4 h and pour the mixture into saturated aqueous sodium bicarbonate solution (20 mL). Extract the mixture with methylene chloride (20 mL) and wash the combined ... Starting materials: O[C@@H]([C@H](CC1=CC=CC=C1)NC(=O)C=1C=C(C(=O)OC)C=CC1)CNCC=1C=NC=C(C1)C(C)C (methyl 3-((2S,3R)-3-hydroxy-4-((5-isopropylpyridin-3-yl)methylamino)-1-phenylbutan-2-ylcarbamoyl)benzoate), [OH-].[Na+] (NaOH). Solvent: CO.C1CCOC1 (MeOH THF). Product: O[C@@H]([C@H](CC1=CC=CC=C1)NC(=O)C=1C=C(C(=O)O)C=CC1)CNCC=1C=NC=C(C1)C(C)C (3-((2S,3R)-3-hydroxy-4-((5-isopropylpyridin-3-yl)methylamino)-1-phenylbutan-2-ylcarbamoyl)benzoic acid). Isolated yield 94.4%. As a reaction SMILES: [OH:1][C@H:2]([CH2:24][NH:25][CH2:26][C:27]1[CH:28]=[N:29][CH:30]=[C:31]([CH:33]([CH3:35])[CH3:34])[CH:32]=1)[C@@H:3]([NH:11][C:12]([C:14]1[CH:15]=[C:16]([CH:21]=[CH:22][CH:23]=1)[C:17]([O:19]C)=[O:18])=[O:13])[CH2:4][C:5]1[CH:10]=[CH:9][CH:8]=[CH:7][CH:6]=1.[OH-].[Na+]>CO.C1COCC1>[OH:1][C@H:2]([CH2:24][NH:25][CH2:26][C:27]1[CH:28]=[N:29][CH:30]=[C:31]([CH:33]([CH3:35])[CH3:34])[CH:32]=1)[C@@H:3]([NH:11][C:12]([C:14]1[CH:15]=[C:16]([CH:21]=[CH:22][CH:23]=1)[C:17]([OH:19])=[O:18])=[O:13])[CH2:4][C:5]1[CH:6]=[CH:7][CH:8]=[CH:9][CH:10]=1 |f:1.2,3.4|. Procedure: methyl 3-((2S,3R)-3-hydroxy-4-((5-isopropylpyridin-3-yl)methylamino)-1-phenylbutan-2-ylcarbamoyl)benzoate (0.060 g, 0.126 mmol, 1 eq) was dissolved in 2 ml of 1:1 MeOH/THF. 1N NaOH (0.158 ml, 0.158 mmol, 1.25 eq) was added and the reaction was stirred over the weekend. The solvent was removed in vacuo. 1N HCl was added to pH {tilde over ( )} 3-4. The mixture was diluted with 10% MeOH in CHCl3 and dried over Na2SO4. The inorganics were filtered off, and the solvent removed in vacuo yielding 0.055...